Dataset: the Open Reaction Database (ORD), a public repository of structured organic reaction records. Task: describe an organic reaction: reactants, conditions, products, and yield Reactants: NC1=NC(=C2N=CN(C2=N1)[C@H]1C[C@H](O)[C@H](O1)CO)[Se]C (2-Amino-6-methylseleno-9-(2-deoxy-β-D-erythropentofuranosyl)purine), 2, product. Solvent: CCOC(=O)C.C1CCCCC1 (EtOAc cyclohexane). Product: NC1=NC(=C2N=CN(C2=N1)[C@@H]1C[C@H](O)[C@H](O1)CO)[Se]C (2-Amino-6-methylseleno-9-(2-deoxy-α-D-erythropentofuranosyl)purine). As a reaction SMILES: [NH2:1][C:2]1[N:10]=[C:9]2[C:5]([N:6]=[CH:7][N:8]2[C@@H:11]2[O:16][C@H:15]([CH2:17][OH:18])[C@@H:13]([OH:14])[CH2:12]2)=[C:4]([Se:19][CH3:20])[N:3]=1>CCOC(C)=O.C1CCCCC1>[NH2:1][C:2]1[N:10]=[C:9]2[C:5]([N:6]=[CH:7][N:8]2[C@H:11]2[O:16][C@H:15]([CH2:17][OH:18])[C@@H:13]([OH:14])[CH2:12]2)=[C:4]([Se:19][CH3:20])[N:3]=1 |f:1.2|. Procedure details: The procedure was the same as that used for the synthesis of 7a except that 500 mg (0.0015 mol) of 2 was used and the yield from the EtOAc-cyclohexane mixture was 200 mg (39%) of product, mp 167°-170°. For analysis the sample was dried in vacuo over Drierite for 1 hr. at the temperature of refluxing toluene: mp unchanged; uv λmax (pH 1) 334 nm ( ε 14 400); uv λmax (MeOH) 313 nm ( ε 15 800); uv λmax (pH 11) 316 nm ( ε 15 500). Starting materials: C(C)OC(C(=O)Cl)=O (chloro-oxo-acetic acid ethyl ester), C(C)(C)SC1=CC=CC=C1 (isopropylsulfanyl-benzene), [Cl-].[Cl-].[Cl-].[Al+3] (aluminum trichloride). Run in C(Cl)Cl (methylene chloride), C(Cl)Cl (methylene chloride). Reaction conditions: temperature 0 celsius, time 30 minute. Product: C(C)OC(C(=O)C1=CC=C(C=C1)SC(C)C)=O ((4-isopropylsulfanyl-phenyl)-oxo-acetic acid ethyl ester). Isolated yield 70.6%. Reaction SMILES: [Cl-].[Cl-].[Cl-].[Al+3].[CH2:5]([O:7][C:8](=[O:12])[C:9](Cl)=[O:10])[CH3:6].[CH:13]([S:16][C:17]1[CH:22]=[CH:21][CH:20]=[CH:19][CH:18]=1)([CH3:15])[CH3:14]>C(Cl)Cl>[CH2:5]([O:7][C:8](=[O:12])[C:9]([C:20]1[CH:21]=[CH:22][C:17]([S:16][CH:13]([CH3:15])[CH3:14])=[CH:18][CH:19]=1)=[O:10])[CH3:6] |f:0.1.2.3|. Reported procedure: In a round bottom flask was placed methylene chloride (70 mL) and aluminum trichloride (6.09 g, 45.65 mmol) and it was cooled to 0° C. in an ice bath. To this was then added dropwise chloro-oxo-acetic acid ethyl ester (3.98 mL, 35.79 mmol) keeping the temperature of the solution below 5° C. and it was then stirred for 30 min at 0° C. After this time a solution of isopropylsulfanyl-benzene (5.00 g, 32.84 mmol) in methylene chloride (5 mL) was added dropwise while keeping the temperature of the so... Starting materials: NCC=1OC=C(C(C1)=O)OCC1=CC=CC=C1 (2-aminomethyl-5-benzyloxy-pyran-4-one), ClC=1C=C(C=CC1)S(=O)(=O)Cl (3-chloro-benzenesulfonyl chloride), C(C1=CC=CC=C1)OC=1C(C=C(OC1)CNS(=O)(=O)C1=CC=CC=C1)=O (N-(5-benzyloxy-4-oxo-4H-pyran-2-ylmethyl)-benzene sulfonamide). The product is C(C1=CC=CC=C1)OC=1C(C=C(OC1)CNS(=O)(=O)C1=CC(=CC=C1)Cl)=O (N-(5-Benzyloxy-4-oxo-4H-pyran-2-ylmethyl)-3-chloro-benzenesulfonamide). Isolated yield 56.9%. Reaction SMILES: [NH2:1][CH2:2][C:3]1[O:4][CH:5]=[C:6]([O:10][CH2:11][C:12]2[CH:17]=[CH:16][CH:15]=[CH:14][CH:13]=2)[C:7](=[O:9])[CH:8]=1.[Cl:18][C:19]1[CH:20]=[C:21]([S:25](Cl)(=[O:27])=[O:26])[CH:22]=[CH:23][CH:24]=1.C(OC1C(=O)C=C(CNS(C2C=CC=CC=2)(=O)=O)OC=1)C1C=CC=CC=1>>[CH2:11]([O:10][C:6]1[C:7](=[O:9])[CH:8]=[C:3]([CH2:2][NH:1][S:25]([C:21]2[CH:22]=[CH:23][CH:24]=[C:19]([Cl:18])[CH:20]=2)(=[O:27])=[O:26])[O:4][CH:5]=1)[C:12]1[CH:17]=[CH:16][CH:15]=[CH:14][CH:13]=1. Procedure: N-(5-Benzyloxy-4-oxo-4H-pyran-2-ylmethyl)-3-chloro-benzenesulfonamide (7-05) (25.0 g, 56.92%) was synthesized as a brown solid from 2-aminomethyl-5-benzyloxy-pyran-4-one (5) (25 g, 108.22 mmol) and 3-chloro-benzenesulfonyl chloride (6-05) (22.98 mL, 162.33 mmol) following the procedure described for N-(5-benzyloxy-4-oxo-4H-pyran-2-ylmethyl)-benzenesulfonamide (7-01). Reactants: COC(C1=C(N=C(C=C1)Cl)Cl)=O (2,6-dichloro-nicotinic acid methyl ester), C1(=CC=CC=C1)B(O)O (phenyl boronic acid), C([O-])([O-])=O.[K+].[K+] (potassium carbonate). Reagents/catalysts: C=1C=CC(=CC1)[P](C=2C=CC=CC2)(C=3C=CC=CC3)[Pd]([P](C=4C=CC=CC4)(C=5C=CC=CC5)C=6C=CC=CC6)([P](C=7C=CC=CC7)(C=8C=CC=CC8)C=9C=CC=CC9)[P](C=1C=CC=CC1)(C=1C=CC=CC1)C=1C=CC=CC1 (tetrakis(triphenylphosphine)palladium(0)). Run in O1CCCC1 (tetrahydrofuran). Conditions: time 16 hour. Product: COC(C1=C(N=C(C=C1)C1=CC=CC=C1)Cl)=O (2-chloro-6-phenyl-nicotinic acid methyl ester). Isolated yield 46.8%. Reaction SMILES: [CH3:1][O:2][C:3](=[O:12])[C:4]1[CH:9]=[CH:8][C:7](Cl)=[N:6][C:5]=1[Cl:11].[C:13]1(B(O)O)[CH:18]=[CH:17][CH:16]=[CH:15][CH:14]=1.C(=O)([O-])[O-].[K+].[K+]>C1C=CC([P]([Pd]([P](C2C=CC=CC=2)(C2C=CC=CC=2)C2C=CC=CC=2)([P](C2C=CC=CC=2)(C2C=CC=CC=2)C2C=CC=CC=2)[P](C2C=CC=CC=2)(C2C=CC=CC=2)C2C=CC=CC=2)(C2C=CC=CC=2)C2C=CC=CC=2)=CC=1.O1CCCC1>[CH3:1][O:2][C:3](=[O:12])[C:4]1[CH:9]=[CH:8][C:7]([C:13]2[CH:18]=[CH:17][CH:16]=[CH:15][CH:14]=2)=[N:6][C:5]=1[Cl:11] |f:2.3.4,^1:31,33,52,71|. Reported procedure: To the mixture of 2,6-dichloro-nicotinic acid methyl ester (4.0 g, 19 mmol) synthesized in Example 23 and tetrahydrofuran (39 ml), phenyl boronic acid (2.5 g, 19 mmol), potassium carbonate (8.0 g, 58 mmol), and tetrakis(triphenylphosphine)palladium(0) (1.2 g, 0.97 mmol) were added, and the obtained reaction mixture was stirred for 16 hours while being heated to reflux. The reaction mixture was cooled to room temperature, and then insoluble matter was removed by filtration. The solvents were evap... The reactants are N1(CCCC1)CCCOC1=CC=C(C=C1)C1(CCOCC1)C=O (4-[4-(3-Pyrrolidin-1-ylpropoxy)phenyl]tetrahydro-2H-pyran-4-carbaldehyde), N1(CCNCC1)C(=O)OCC (ethyl piperazine-1-carboxylate). Reagents/catalysts: CC([O-])C.[Ti+4].CC([O-])C.CC([O-])C.CC([O-])C (titanium (IV) isopropoxide). Solvent: C(C)O (ethanol). The product is C(C)OC(=O)N1CCN(CC1)CC1(CCOCC1)C1=CC=C(C=C1)OCCCN1CCCC1 (4-{4-[4-(3-Pyrrolidin-1-yl-propoxy)phenyl]tetrahydropyran-4-ylmethyl}piperazine-1-carboxylic acid ethyl ester). Reaction SMILES: [N:1]1([CH2:6][CH2:7][CH2:8][O:9][C:10]2[CH:15]=[CH:14][C:13]([C:16]3([CH:22]=O)[CH2:21][CH2:20][O:19][CH2:18][CH2:17]3)=[CH:12][CH:11]=2)[CH2:5][CH2:4][CH2:3][CH2:2]1.[N:24]1([C:30]([O:32][CH2:33][CH3:34])=[O:31])[CH2:29][CH2:28][NH:27][CH2:26][CH2:25]1>CC(C)[O-].[Ti+4].CC(C)[O-].CC(C)[O-].CC(C)[O-].C(O)C>[CH2:33]([O:32][C:30]([N:24]1[CH2:25][CH2:26][N:27]([CH2:22][C:16]2([C:13]3[CH:14]=[CH:15][C:10]([O:9][CH2:8][CH2:7][CH2:6][N:1]4[CH2:5][CH2:4][CH2:3][CH2:2]4)=[CH:11][CH:12]=3)[CH2:17][CH2:18][O:19][CH2:20][CH2:21]2)[CH2:28][CH2:29]1)=[O:31])[CH3:34] |f:2.3.4.5.6|. Procedure details: 4-[4-(3-Pyrrolidin-1-ylpropoxy)phenyl]tetrahydro-2H-pyran-4-carbaldehyde (500 mg, 1.58 mmol), ethyl piperazine-1-carboxylate (471 mg, 3.00 mmol), absolute ethanol (20 ml), activated 3 Å molecular sieves (500 mg), titanium (IV) isopropoxide (2.31 ml, 7.88 mmol) and STAB (2.84 g, 13.6 mmol) were reacted in accordance with the general procedure D. The isolated crude product was purified by column chromatography on silica eluting with DCM:MeOH:NH3 (97:2:1) to give the title compound as a white solid... Reactants: Cl.N[C@@H]1CC[C@H](CC1)NC(=O)C1=C(NC=2C1=NC=CC2C2=C(C=CC(=C2)C)OCC2CC2)C (N-(Trans-4-aminocyclohexyl)-7-[2-(cyclopropylmethoxy)-5-methylphenyl]-2-methyl-1H-pyrrolo[3,2-b]pyridine-3-carboxamide hydrochloride), COCC(=O)Cl (methoxy-acetyl chloride). The product is C1(CC1)COC1=C(C=C(C=C1)C)C1=C2C(=NC=C1)C(=C(N2)C)C(=O)N[C@@H]2CC[C@H](CC2)NC(COC)=O (7-[2-(Cyclopropylmethoxy)-5-methylphenyl]-N-{trans-4-[(methoxyacetyl)amino]cyclohexyl}-2-methyl-1H-pyrrolo[3,2-b]pyridine-3-carboxamide). As a reaction SMILES: Cl.[NH2:2][C@H:3]1[CH2:8][CH2:7][C@H:6]([NH:9][C:10]([C:12]2[C:16]3=[N:17][CH:18]=[CH:19][C:20]([C:21]4[CH:26]=[C:25]([CH3:27])[CH:24]=[CH:23][C:22]=4[O:28][CH2:29][CH:30]4[CH2:32][CH2:31]4)=[C:15]3[NH:14][C:13]=2[CH3:33])=[O:11])[CH2:5][CH2:4]1.[CH3:34][O:35][CH2:36][C:37](Cl)=[O:38]>>[CH:30]1([CH2:29][O:28][C:22]2[CH:23]=[CH:24][C:25]([CH3:27])=[CH:26][C:21]=2[C:20]2[CH:19]=[CH:18][N:17]=[C:16]3[C:12]([C:10]([NH:9][C@H:6]4[CH2:7][CH2:8][C@H:3]([NH:2][C:37](=[O:38])[CH2:36][O:35][CH3:34])[CH2:4][CH2:5]4)=[O:11])=[C:13]([CH3:33])[NH:14][C:15]=23)[CH2:31][CH2:32]1 |f:0.1|. Procedure: Starting from N-(trans-4-aminocyclohexyl)-7-[2-(cyclopropylmethoxy)-5-methylphenyl]-2-methyl-1H-pyrrolo[3,2-b]pyridine-3-carboxamide hydrochloride (example D.f19) and commercially available methoxy-acetyl chloride the title compound is obtained as colorless solid. Yields the product C(C)(=O)N(C1=CC=CC=2C(C3=CC=CC=C3C(C12)=O)=O)C (N-acetyl-1-methylaminoanthraquinone). Reaction conditions: temperature 50 celsius, time 30 minute. Run in O (water). The reagents and catalysts are [Br-].C(CCC)[N+](CCCC)(CCCC)CCCC (tetra-n-butyl ammonium bromide). Yield: 100.0%. Reaction SMILES: [C:1]([NH:4][C:5]1[C:18]2[C:17](=[O:19])[C:16]3[C:11](=[CH:12][CH:13]=[CH:14][CH:15]=3)[C:10](=[O:20])[C:9]=2[CH:8]=[CH:7][CH:6]=1)(=[O:3])[CH3:2].Cl[C:22]1C=CC=CC=1.[OH-].[K+].COS(=O)(=O)OC>[Br-].C([N+](CCCC)(CCCC)CCCC)CCC.O>[C:1]([N:4]([CH3:22])[C:5]1[C:18]2[C:17](=[O:19])[C:16]3[C:11](=[CH:12][CH:13]=[CH:14][CH:15]=3)[C:10](=[O:20])[C:9]=2[CH:8]=[CH:7][CH:6]=1)(=[O:3])[CH3:2] |f:2.3,5.6|. The reactants are COS(OC)(=O)=O (dimethylsulfuric acid), C(C)(=O)NC1=CC=CC=2C(C3=CC=CC=C3C(C12)=O)=O (1-acetylaminoanthraquinone), ClC1=CC=CC=C1 (monochlorobenzene), [OH-].[K+] (potassium hydroxide). Procedure: A mixture of 1-acetylaminoanthraquinone (purity 99.9%, 26.5 g), monochlorobenzene (320 g), tetra-n-butyl ammonium bromide (0.3 g) and 96% potassium hydroxide (12.0 g) was stirred for 30 minutes while being maintained at 50° C. Then, dimethylsulfuric acid (25.2 g) was dropped at 50° C. over 2 hours. The solution was stirred at 50° C. for 30 minutes, 60° C. for 2 hours and 70° C. for 4 hours, successively. After water (150 g) was added, the solution was stirred for 1 hour while being maintained at... Procedure details: 30 g (0.17 mole) of (3,3-dimethyl-tetrahydrofuran-2-ylidene)-(1,2,4-triazol-1-yl)-methane and 100 g of concentrated hydrochloric acid are stirred in 300 ml of methanol at room temperature for 4 hours. The reaction mixture is concentrated in vacuo, the residue is taken up in water, the pH value is adjusted to 7 to 8 with dilute sodium hydroxide solution and the mixture is extracted with methylene chloride. The organic phase is washed with water, dried over sodium sulphate and concentrated in vacu... Starting materials: CC1(C(OCC1)=CN1N=CN=C1)C ((3,3-dimethyl-tetrahydrofuran-2-ylidene)-(1,2,4-triazol-1-yl)-methane), Cl (hydrochloric acid), CO (methanol). Isolated yield 93.0%. As a reaction SMILES: [CH3:1][C:2]1([CH3:13])[CH2:6][CH2:5][O:4][C:3]1=[CH:7][N:8]1[CH:12]=[N:11][CH:10]=[N:9]1.Cl.C[OH:16]>>[CH3:1][C:2]1([CH3:13])[CH2:6][CH2:5][O:4][C:3]1([OH:16])[CH2:7][N:8]1[CH:12]=[N:11][CH:10]=[N:9]1. Yields the product CC1(C(OCC1)(CN1N=CN=C1)O)C (3,3-dimethyl-2-hydroxy-2-(1,2,4-triazol-1-yl-methyl)-tetrahydrofuran). The reactants are ClCCl, CCC(=O)c1ccc(OCc2ccccc2)cc1, CCCCCC, CCOC(C)=O, O, O=S(=O)(Cl)Cl. The product is CC(Cl)C(=O)c1ccc(OCc2ccccc2)cc1. RXN SMILES: [CH2:1]([Cl:2])[Cl:3].[CH2:4]([c:5]1[cH:6][cH:7][cH:8][cH:9][cH:10]1)[O:11][c:12]1[cH:13][cH:14][c:15]([C:18]([CH2:19][CH3:20])=[O:21])[cH:16][cH:17]1.[CH3:28][CH2:29][CH2:30][CH2:31][CH2:32][CH3:33].[CH3:34][CH2:35][O:36][C:37](=[O:38])[CH3:39].[OH2:27].[S:22]([Cl:23])([Cl:24])(=[O:25])=[O:26]>>[Cl:2][CH:19]([C:18]([c:15]1[cH:14][cH:13][c:12]([O:11][CH2:4][c:5]2[cH:6][cH:7][cH:8][cH:9][cH:10]2)[cH:17][cH:16]1)=[O:21])[CH3:20]. Starting materials: COC(C(C(=O)OC)C(C1=C(C=CC(=C1)Br)SC(N(C)C)=O)=O)=O (2-(5-bromo-2-dimethylcarbamoylsulfanyl-benzoyl)-malonic acid dimethyl ester). Run in C[O-].[Na+].CO (NaOMe MeOH). The product is COC(=O)C=1C(SC2=CC=C(C=C2C1O)Br)=O (6-bromo-4-hydroxy-2-oxo-2H-thiochromene-3-carboxylic acid methyl ester). Yield: 51.5%. RXN SMILES: [CH3:1][O:2][C:3](=[O:24])[CH:4]([C:9](=[O:23])[C:10]1[CH:15]=[C:14]([Br:16])[CH:13]=[CH:12][C:11]=1[S:17][C:18](=[O:22])N(C)C)C(OC)=O>C[O-].[Na+].CO>[CH3:1][O:2][C:3]([C:4]1[C:18](=[O:22])[S:17][C:11]2[C:10]([C:9]=1[OH:23])=[CH:15][C:14]([Br:16])=[CH:13][CH:12]=2)=[O:24] |f:1.2.3|. Procedure details: A mixture of 2-(5-bromo-2-dimethylcarbamoylsulfanyl-benzoyl)-malonic acid dimethyl ester (4.9 g, 11.71 mmol) in 0.5 M NaOMe/MeOH solution (94 mL) was heated to reflux for 6 h. After cooling overnight, the precipitated solid was collected by filtration and rinsed with MeOH followed by ether. The solid was dried in vacuo to provide 6-bromo-4-hydroxy-2-oxo-2H-thiochromene-3-carboxylic acid methyl ester (1.9 g) as a sodium salt. 1HNMR (200 MHz, DMSO-d6): δ (ppm)=8.164 (s, 1H), 7.524 (d, 1H), 7.23 (d...